This data is from the Open Reaction Database (ORD), a public repository of structured organic reaction records. The task is: describe an organic reaction: reactants, conditions, products, and yield Reactants: O=C(Cl)CCl, ClCCl, COc1ncnc(OC)c1N. Yields the product COc1ncnc(OC)c1NC(=O)CCl. Reaction SMILES: [Cl:12][CH2:13][C:14](=[O:15])[Cl:16].[Cl:17][CH2:18][Cl:19].[NH2:1][c:2]1[c:3]([O:10][CH3:11])[n:4][cH:5][n:6][c:7]1[O:8][CH3:9]>>[NH:1]([c:2]1[c:3]([O:10][CH3:11])[n:4][cH:5][n:6][c:7]1[O:8][CH3:9])[C:14]([CH2:13][Cl:12])=[O:15].